From a dataset of the Open Reaction Database (ORD), a public repository of structured organic reaction records. describe an organic reaction: reactants, conditions, products, and yield Reactants: S1C(=NC=C1)NC(=O)C1=CNC2=CC=CC=C12 (1H-indole-3-carboxylic acid thiazol-2-ylamide), CS(=O)(=O)CCOS(=O)(=O)C1=CC=C(C=C1)C (toluene-4-sulfonic acid 2-methanesulfonyl-ethyl ester). Product: S1C(=NC=C1)NC(=O)C1=CN(C2=CC=CC=C12)CCS(=O)(=O)C (1-(2-Methanesulfonyl-ethyl)-1H-indole-3-carboxylic acid thiazol-2-ylamide). Reaction SMILES: [S:1]1[CH:5]=[CH:4][N:3]=[C:2]1[NH:6][C:7]([C:9]1[C:17]2[C:12](=[CH:13][CH:14]=[CH:15][CH:16]=2)[NH:11][CH:10]=1)=[O:8].[CH3:18][S:19]([CH2:22][CH2:23]OS(C1C=CC(C)=CC=1)(=O)=O)(=[O:21])=[O:20]>>[S:1]1[CH:5]=[CH:4][N:3]=[C:2]1[NH:6][C:7]([C:9]1[C:17]2[C:12](=[CH:13][CH:14]=[CH:15][CH:16]=2)[N:11]([CH2:23][CH2:22][S:19]([CH3:18])(=[O:21])=[O:20])[CH:10]=1)=[O:8]. Procedure: The title compound was prepared using 1H-indole-3-carboxylic acid thiazol-2-ylamide and toluene-4-sulfonic acid 2-methanesulfonyl-ethyl ester as R5X. Reactants: CC(C)(C)OC(=O)NC(CCCCNC(=O)OCc1ccccc1)CN1C(=O)c2ccccc2C1=O, CCO, ClCCl, NN, O. The product is CC(C)(C)OC(=O)NC(CN)CCCCNC(=O)OCc1ccccc1. Reaction SMILES: [C:1]([CH3:2])([CH3:3])([CH3:4])[O:5][C:6]([NH:7][CH:8]([CH2:9][CH2:10][CH2:11][CH2:12][NH:13][C:14](=[O:15])[O:16][CH2:17][c:18]1[cH:19][cH:20][cH:21][cH:22][cH:23]1)[CH2:24][N:25]1[C:26](=[O:27])[c:28]2[c:29]([cH:30][cH:31][cH:32][cH:33]2)[C:34]1=[O:35])=[O:36].[CH3:43][CH2:44][OH:45].[Cl:40][CH2:41][Cl:42].[NH2:38][NH2:39].[OH2:37]>>[C:1]([CH3:2])([CH3:3])([CH3:4])[O:5][C:6]([NH:7][CH:8]([CH2:9][CH2:10][CH2:11][CH2:12][NH:13][C:14](=[O:15])[O:16][CH2:17][c:18]1[cH:19][cH:20][cH:21][cH:22][cH:23]1)[CH2:24][NH2:25])=[O:36]. Isolated yield 96.3%. The product is C(#N)C(CCCCC(=O)NO)C1=CC=CC2=CC=CC=C12 (6-Cyano-6-(1-naphthyl)hexanohydroxamic acid). Procedure: In THF (8.5 ml)-DMF (0.1 ml) was dissolved 6-cyano-6-(1-naphthyl)hexanoic acid (4.0 g) (15 mmol) followed by dropwise addition of oxalyl chloride (3.2 ml) (37.5 mmol) at room temperature. After 15 minutes of stirring, the excess oxalyl chloride was distilled off under reduced pressure. The residue was dissolved in dichloromethane (63 ml) and the solution was added to a solution (63 ml) of hydroxylamine hydrochloride (3.13 g) (45 mmol) in saturated aqueous sodium hydrogen carbonate solution with ... Reaction SMILES: [C:1]([CH:3]([C:11]1[C:20]2[C:15](=[CH:16][CH:17]=[CH:18][CH:19]=2)[CH:14]=[CH:13][CH:12]=1)[CH2:4][CH2:5][CH2:6][CH2:7][C:8](O)=[O:9])#[N:2].C(Cl)(=O)C(Cl)=O.Cl.[NH2:28][OH:29].Cl>C1COCC1.CN(C=O)C.C(=O)([O-])O.[Na+]>[C:1]([CH:3]([C:11]1[C:20]2[C:15](=[CH:16][CH:17]=[CH:18][CH:19]=2)[CH:14]=[CH:13][CH:12]=1)[CH2:4][CH2:5][CH2:6][CH2:7][C:8]([NH:28][OH:29])=[O:9])#[N:2] |f:2.3,7.8|. Run at time 15 minute. Starting materials: Cl.NO (hydroxylamine hydrochloride), Cl (hydrochloric acid), C(C(=O)Cl)(=O)Cl (oxalyl chloride), C(#N)C(CCCCC(=O)O)C1=CC=CC2=CC=CC=C12 (6-cyano-6-(1-naphthyl)hexanoic acid). Solvent: C(O)([O-])=O.[Na+] (sodium hydrogen carbonate), C1CCOC1 (THF), CN(C)C=O (DMF). Starting materials: COC(=O)C1=CC(=NO1)OCC=1C(=NOC1C)CCCC (3-(3-butyl-5-methyl-isoxazol-4-ylmethoxy)-isoxazole-5-carboxylic acid methyl ester), OC[C@H](C)N ((S)-1-hydroxymethylethylamine). The product is C(O)CN (ethanolamine), OC[C@H](C)NC(=O)C1=CC(=NO1)OCC=1C(=NOC1C)CCCC (3-(3-Butyl-5-methyl-isoxazol-4-ylmethoxy)-isoxazole-5-carboxylic acid ((S)-2-hydroxy-1-methyl-ethyl)-amide). Yield: 108.3%. As a reaction SMILES: CO[C:3]([C:5]1[O:9][N:8]=[C:7]([O:10][CH2:11][C:12]2[C:13]([CH2:18][CH2:19][CH2:20][CH3:21])=[N:14][O:15][C:16]=2[CH3:17])[CH:6]=1)=[O:4].[OH:22][CH2:23][C@@H:24]([NH2:26])[CH3:25]>>[CH2:23]([CH2:24][NH2:26])[OH:22].[OH:22][CH2:23][C@@H:24]([NH:26][C:3]([C:5]1[O:9][N:8]=[C:7]([O:10][CH2:11][C:12]2[C:13]([CH2:18][CH2:19][CH2:20][CH3:21])=[N:14][O:15][C:16]=2[CH3:17])[CH:6]=1)=[O:4])[CH3:25]. Procedure details: As described for example 24b, 3-(3-butyl-5-methyl-isoxazol-4-ylmethoxy)-isoxazole-5-carboxylic acid methyl ester (199 mg, 0.68 mmol), was converted using (S)-1-hydroxymethylethylamine (61 mg, 0.81 mmol), instead of ethanolamine, to the title compound (148 mg, 65%) which was obtained as a colourless gum after purification by chromatography (silica, heptane:ethyl acetate=1:1 to 0:1). MS: m/e=338.4 [M+H]+. The reactants are O=C([O-])O, CCOC(=O)c1ccc(-c2cc(C(F)(F)F)n(C(=O)OCC)n2)s1, CCOC(=O)c1ccc(-c2cc(C(F)(F)F)nn2C(=O)OCC)s1, [Li]CCCC, C1COCCO1, C1CCOC1, CCCCCC, CCO, CCOC(=O)Cl, [Na+], O, FC(F)(F)c1cc(-c2cccs2)n[nH]1. The product is CCOC(=O)c1ccc(-c2cc(C(F)(F)F)[nH]n2)s1. As a reaction SMILES: [C:80](=[O:81])([OH:82])[O-:83].[CH2:32]([O:33][C:34](=[O:35])[n:37]1[n:38][c:39](-[c:46]2[cH:47][cH:48][c:49]([C:51](=[O:52])[O:53][CH2:54][CH3:55])[s:50]2)[cH:40][c:41]1[C:42]([F:43])([F:44])[F:45])[CH3:36].[CH2:56]([O:57][C:58]([n:59]1[c:60](-[c:61]2[s:62][c:63]([C:64]([O:65][CH2:66][CH3:67])=[O:68])[cH:69][cH:70]2)[cH:71][c:72]([C:73]([F:74])([F:75])[F:76])[n:77]1)=[O:78])[CH3:79].[CH2:7]([Li:8])[CH2:9][CH2:10][CH3:11].[CH2:86]1[O:87][CH2:88][CH2:89][O:90][CH2:91]1.[CH2:95]1[O:96][CH2:97][CH2:98][CH2:99]1.[CH3:1][CH2:2][CH2:3][CH2:4][CH2:5][CH3:6].[CH3:92][CH2:93][OH:94].[Cl:26][C:27]([O:28][CH2:29][CH3:30])=[O:31].[Na+:84].[OH2:85].[s:12]1[cH:13][cH:14][cH:15][c:16]1-[c:17]1[cH:18][c:19]([C:20]([F:21])([F:22])[F:23])[nH:24][n:25]1>>[nH:37]1[n:38][c:39](-[c:46]2[cH:47][cH:48][c:49]([C:51](=[O:52])[O:53][CH2:54][CH3:55])[s:50]2)[cH:40][c:41]1[C:42]([F:43])([F:44])[F:45]. Starting materials: N(=NC(=O)OCC)C(=O)OCC (diethyl azodicarboxylate), OC1=CC=C(C#N)C=C1 (4-hydroxybenzonitrile), ClCCCCCCCCO (8-chloro-1-octanol), C1(=CC=CC=C1)P(C1=CC=CC=C1)C1=CC=CC=C1 (triphenylphosphine). Solvent: O (water), O1CCCC1 (tetrahydrofuran), O1CCCC1 (tetrahydrofuran). Run at time 8 hour. Product: ClCCCCCCCCOC1=CC=C(C#N)C=C1 (p-[(8-chlorooctyl)oxy]benzonitrile). The yield is 94.6%. As a reaction SMILES: N(C(OCC)=O)=NC(OCC)=O.[OH:13][C:14]1[CH:21]=[CH:20][C:17]([C:18]#[N:19])=[CH:16][CH:15]=1.[Cl:22][CH2:23][CH2:24][CH2:25][CH2:26][CH2:27][CH2:28][CH2:29][CH2:30]O.C1(P(C2C=CC=CC=2)C2C=CC=CC=2)C=CC=CC=1>O.O1CCCC1>[Cl:22][CH2:23][CH2:24][CH2:25][CH2:26][CH2:27][CH2:28][CH2:29][CH2:30][O:13][C:14]1[CH:21]=[CH:20][C:17]([C:18]#[N:19])=[CH:16][CH:15]=1. Procedure details: A solution of diethyl azodicarboxylate (7.3 g; 42 mmol) and tetrahydrofuran (15 ml) was added dropwise at 0° C. to a solution of 4-hydroxybenzonitrile (4.2 g; 35 mmol), 8-chloro-1-octanol (6.9 g; 42 mmol), triphenylphosphine (11.0 g; 42 mmol) and tetrahydrofuran (70 ml) and stirred at room temperature overnight. The reaction mixture was added to water (200 ml) and extracted with ethyl acetate (3×100 ml), dried over magnesium sulphate and filtered. The solvent was then removed in vacuo. The resid... Starting materials: [OH-].[K+] (KOH), OC1=C(C(=O)OC)C=CC=C1C (methyl 2-hydroxy-3-methylbenzoate), ice water, CN(C(=S)Cl)C (dimethylthiocarbamoyl chloride). Run in CO (methanol). Reaction conditions: time 0.5 hour. The product is CN(C)C(OC1=C(C(=O)OC)C=CC=C1C)=S (methyl 2-[(dimethyl-amino)thioxomethoxy]-3-methylbenzoate). The yield is 80.0%. As a reaction SMILES: [OH-].[K+].[OH:3][C:4]1[C:13]([CH3:14])=[CH:12][CH:11]=[CH:10][C:5]=1[C:6]([O:8][CH3:9])=[O:7].[CH3:15][N:16]([CH3:20])[C:17](Cl)=[S:18]>CO>[CH3:15][N:16]([C:17](=[S:18])[O:3][C:4]1[C:13]([CH3:14])=[CH:12][CH:11]=[CH:10][C:5]=1[C:6]([O:8][CH3:9])=[O:7])[CH3:20] |f:0.1|. Procedure details: A mixture of 12 g of KOH pellets, 150 mL of methanol and 24.9 g of methyl 2-hydroxy-3-methylbenzoate (I) was stirred at room temperature for 0.5 hours. The mixture was then cooled to 5° C. and 19 g of dimethylthiocarbamoyl chloride was added in one portion. An exotherm of 5° C. was observed. The resulting mixture was stirred for 2 hours and then added to 300 mL of ice water. After filtering, the crystalline product was washed with water and oven dried to yield 30-35 g of methyl 2-[(dimethyl-amin... Starting materials: resultant suspension, CC=1OC(=NN1)CCl (2-methyl-5-chloromethyl-1,3,4-oxadiazole), Cl.NCCS (Cysteamine hydrochloride), C[O-].[Na+] (sodium methylate). Reaction conditions: time 1 hour. Solvent: CO (methanol), CO (methanol). Procedure: Cysteamine hydrochloride (1.13 g; 0.01 mole) was added to a stirred solution of sodium methylate (1.08 g; 0.02 mole) in 20 ml of methanol at 0° under an argon atmosphere. The mixture was stirred for 1 hour at 0° and the resultant suspension was added dropwise over a period of 25 minutes to a stirred solution of 2-methyl-5-chloromethyl-1,3,4-oxadiazole (1.32 g; 0.01 mole) [prepared by the procedure described in Hel. Chim. Acta, 55, 1979 (1972)] in 15 ml of methanol at 0°. The reaction mixture was... Reaction SMILES: Cl.[NH2:2][CH2:3][CH2:4][SH:5].C[O-].[Na+].[CH3:9][C:10]1[O:11][C:12]([CH2:15]Cl)=[N:13][N:14]=1>CO>[CH3:9][C:10]1[O:11][C:12]([CH2:15][S:5][CH2:4][CH2:3][NH2:2])=[N:13][N:14]=1 |f:0.1,2.3|. Product: CC=1OC(=NN1)CSCCN (2-[(2-Methyl-1,3,4-oxadiazol-5-yl)methylthio]ethylamine). Isolated yield 110.8%. Reactants: BrC1=C(C=C(N)C=C1)Cl (4-bromo-3-chloroaniline), NC1=CC(=C(C=C1F)/C(=C/C(=O)OCC)/C)F ((E)-Ethyl 3-(4-amino-2,5-difluorophenyl)-2-butenoate), C(\C=C\C)(=O)OCC (ethyl crotonate). Product: NC1=CC(=C(C=C1)/C(=C/C(=O)OCC)/C)Cl ((E)-Ethyl 3-(4-amino-2-chlorophenyl)-2-butenoate). The yield is 31.0%. As a reaction SMILES: Br[C:2]1[CH:8]=[CH:7][C:5]([NH2:6])=[CH:4][C:3]=1[Cl:9].[C:10]([O:15][CH2:16][CH3:17])(=[O:14])/[CH:11]=[CH:12]/[CH3:13].NC1C(F)=CC(/C(/C)=C/C(OCC)=O)=C(F)C=1>>[NH2:6][C:5]1[CH:7]=[CH:8][C:2](/[C:12](/[CH3:13])=[CH:11]/[C:10]([O:15][CH2:16][CH3:17])=[O:14])=[C:3]([Cl:9])[CH:4]=1. Procedure details: Using 4-bromo-3-chloroaniline (10.0 g) and ethyl crotonate (10.0 ml), Compound 12a (3.56 g, 31%) was obtained as a brown solid in the same manner as Compound 10a was synthesized. Starting materials: O1CCOC12CCC(CC2)N2CCC1=CC=CC=C21 (1-(1,4-Dioxaspiro[4.5]decan-8-yl)indoline), BrN1C(CCC1=O)=O (N-bromosuccinimide). The solvent is CN(C)C=O (DMF), CN(C)C=O (DMF), O (water). Run at time 3.5 hour. Product: BrC=1C=C2CCN(C2=CC1)C1CCC2(OCCO2)CC1 (5-Bromo-1-(1,4-dioxaspiro[4.5]decan-8-yl)indoline). Yield: 90.0%. Reaction SMILES: [O:1]1[C:5]2([CH2:10][CH2:9][CH:8]([N:11]3[C:19]4[C:14](=[CH:15][CH:16]=[CH:17][CH:18]=4)[CH2:13][CH2:12]3)[CH2:7][CH2:6]2)[O:4][CH2:3][CH2:2]1.[Br:20]N1C(=O)CCC1=O>CN(C=O)C.O>[Br:20][C:16]1[CH:15]=[C:14]2[C:19](=[CH:18][CH:17]=1)[N:11]([CH:8]1[CH2:9][CH2:10][C:5]3([O:4][CH2:3][CH2:2][O:1]3)[CH2:6][CH2:7]1)[CH2:12][CH2:13]2. Reported procedure: A solution of compound 3 (3.45 g, 13.30 mmol) in dry DMF (30 mL) was treated with N-bromosuccinimide (2.36 g, 13.30 mmol) in DMF (20 mL) at 0° C. over a period of 30 min. The reaction was stirred at same temperature for 3.5 h. The reaction was diluted with water (200 mL) and product was extracted into ethyl acetate (3×25 mL). The combined ethyl acetate layer was washed with water (2×50 mL), brine (25 mL) and dried (Na2SO4). The solvent was evaporated and the crude product was purified by column ...